From a dataset of the Open Reaction Database (ORD), a public repository of structured organic reaction records. describe an organic reaction: reactants, conditions, products, and yield The reactants are C(C)OC1=CC(=C(CO)C(=C1)F)F (4-ethoxy-2,6-difluoro-benzylalcohol), C(C)(C)(C)OC(=O)N1C[C@H](N(CC1)C(=O)Cl)CC ((R)-4-chlorocarbonyl-3-ethyl-piperazine-1-carboxylic acid tert-butyl ester). Yields the product C(C)OC1=CC(=C(COC(=O)N2[C@@H](CN(CC2)C(=O)OC(C)(C)C)CC)C(=C1)F)F ((R)-2-Ethyl-piperazine-1,4-dicarboxylic acid 4-tert-butyl ester 1-(4-ethoxy-2,6-difluoro-benzyl) ester). Yield: 81.0%. Reaction SMILES: [CH2:1]([O:3][C:4]1[CH:11]=[C:10]([F:12])[C:7]([CH2:8][OH:9])=[C:6]([F:13])[CH:5]=1)[CH3:2].[C:14]([O:18][C:19]([N:21]1[CH2:26][CH2:25][N:24]([C:27](Cl)=[O:28])[C@H:23]([CH2:30][CH3:31])[CH2:22]1)=[O:20])([CH3:17])([CH3:16])[CH3:15]>>[CH2:1]([O:3][C:4]1[CH:5]=[C:6]([F:13])[C:7]([CH2:8][O:9][C:27]([N:24]2[CH2:25][CH2:26][N:21]([C:19]([O:18][C:14]([CH3:16])([CH3:15])[CH3:17])=[O:20])[CH2:22][C@H:23]2[CH2:30][CH3:31])=[O:28])=[C:10]([F:12])[CH:11]=1)[CH3:2]. Reported procedure: This compound was prepared from 4-ethoxy-2,6-difluoro-benzylalcohol and (R)-4-chlorocarbonyl-3-ethyl-piperazine-1-carboxylic acid tert-butyl ester according to the procedure described in Example 179 to give the product as a colorless oil (478 mg; 81%); MS (ISP): 429.6 (M+H)+. The reactants are CC1CN(c2ncc(CO)cc2C(F)(F)F)CCN1c1nc2c(-c3cc(F)c(F)c(F)c3)cc(C(F)(F)F)cc2[nH]1, O=[Mn]=O. The product is CC1CN(c2ncc(C=O)cc2C(F)(F)F)CCN1c1nc2cc(C(F)(F)F)cc(-c3cc(F)c(F)c(F)c3)c2[nH]1. As a reaction SMILES: [CH3:1][CH:2]1[CH2:3][N:4]([c:30]2[c:31]([C:38]([F:39])([F:40])[F:41])[cH:32][c:33]([CH2:36][OH:37])[cH:34][n:35]2)[CH2:5][CH2:6][N:7]1[c:8]1[n:9][c:10]2[c:11]([nH:12]1)[cH:13][c:14]([C:26]([F:27])([F:28])[F:29])[cH:15][c:16]2-[c:17]1[cH:18][c:19]([F:25])[c:20]([F:24])[c:21]([F:23])[cH:22]1.[O:42]=[Mn:43]=[O:44]>>[CH3:1][CH:2]1[CH2:3][N:4]([c:30]2[c:31]([C:38]([F:39])([F:40])[F:41])[cH:32][c:33]([CH:36]=[O:37])[cH:34][n:35]2)[CH2:5][CH2:6][N:7]1[c:8]1[nH:9][c:10]2[c:11]([n:12]1)[cH:13][c:14]([C:26]([F:27])([F:28])[F:29])[cH:15][c:16]2-[c:17]1[cH:18][c:19]([F:25])[c:20]([F:24])[c:21]([F:23])[cH:22]1. The reactants are Cl.CC=1C=C(C=NC1OCC(F)(F)F)C(C)N (1-(5-methyl-6-(2,2,2-trifluoroethoxy)pyridin-3-yl)ethanamine hydrochloride), ClC1=NC(=CC(=N1)C(=O)O)C (2-chloro-6-methylpyrimidine-4-carboxylic acid). RXN SMILES: Cl.[CH3:2][C:3]1[CH:4]=[C:5]([CH:15]([NH2:17])[CH3:16])[CH:6]=[N:7][C:8]=1[O:9][CH2:10][C:11]([F:14])([F:13])[F:12].[Cl:18][C:19]1[N:24]=[C:23]([C:25](O)=[O:26])[CH:22]=[C:21]([CH3:28])[N:20]=1>>[Cl:18][C:19]1[N:24]=[C:23]([C:25]([NH:17][CH:15]([C:5]2[CH:6]=[N:7][C:8]([O:9][CH2:10][C:11]([F:14])([F:12])[F:13])=[C:3]([CH3:2])[CH:4]=2)[CH3:16])=[O:26])[CH:22]=[C:21]([CH3:28])[N:20]=1 |f:0.1|. Yield: 69.0%. Yields the product ClC1=NC(=CC(=N1)C(=O)NC(C)C=1C=NC(=C(C1)C)OCC(F)(F)F)C (2-chloro-6-methyl-N-(1-(5-methyl-6-(2,2,2-trifluoroethoxy)pyridin-3-yl)ethyl)pyrimidine-4-carboxamide). Procedure: The title compound is prepared in 69% yield (296 mg, clear colorless oil) from 1-(5-methyl-6-(2,2,2-trifluoroethoxy)pyridin-3-yl)ethanamine hydrochloride (300 mg, 1.1 mmol, Amine-17, single enantiomer) and 2-chloro-6-methylpyrimidine-4-carboxylic acid (191 mg, 1.1 mmol) by the similar manner in Step-1 of Example 8. Reactants: COC(=O)CNC(C)(C)C, Cl, [Li+], C1COCCO1, [OH-], O. The product is CC(C)(C)NCC(=O)O. Reaction SMILES: [CH3:1][O:2][C:3]([CH2:4][NH:5][C:6]([CH3:7])([CH3:8])[CH3:9])=[O:10].[ClH:13].[Li+:11].[O:14]1[CH2:15][CH2:16][O:17][CH2:18][CH2:19]1.[OH-:12].[OH2:20]>>[O:2]=[C:3]([CH2:4][NH:5][C:6]([CH3:7])([CH3:8])[CH3:9])[OH:10]. The reactants are COC=1C=C(C=CC1OC)C1=NOC(=C1)CCC=O (3-[3-(3,4-dimethoxyphenyl)isoxazol-5-yl]propanal), C1(=CC=CC=C1)N1CCNCC1 (1-phenylpiperazine), [BH-](OC(=O)C)(OC(=O)C)OC(=O)C.[Na+] (NaBH(OAc)3). The solvent is C(Cl)Cl (methylene chloride). Product: COC1=C(C=C(C=C1)C1=NOC(=C1)CCCN1CCN(CC1)C1=CC=CC=C1)OC (1,2-Dimethoxy-4-{5-[3-(4-phenylpiperazinyl)propyl]isoxazol-3-yl}benzene). Yield: 90.2%. As a reaction SMILES: [CH3:1][O:2][C:3]1[CH:4]=[C:5]([C:11]2[CH:15]=[C:14]([CH2:16][CH2:17][CH:18]=O)[O:13][N:12]=2)[CH:6]=[CH:7][C:8]=1[O:9][CH3:10].[C:20]1([N:26]2[CH2:31][CH2:30][NH:29][CH2:28][CH2:27]2)[CH:25]=[CH:24][CH:23]=[CH:22][CH:21]=1.[BH-](OC(C)=O)(OC(C)=O)OC(C)=O.[Na+]>C(Cl)Cl>[CH3:10][O:9][C:8]1[CH:7]=[CH:6][C:5]([C:11]2[CH:15]=[C:14]([CH2:16][CH2:17][CH2:18][N:29]3[CH2:30][CH2:31][N:26]([C:20]4[CH:25]=[CH:24][CH:23]=[CH:22][CH:21]=4)[CH2:27][CH2:28]3)[O:13][N:12]=2)=[CH:4][C:3]=1[O:2][CH3:1] |f:2.3|. Procedure details: About 2 min after dissolving 3-[3-(3,4-dimethoxyphenyl)isoxazol-5-yl]propanal (10 mg, 0.04 mmol) and 1-phenylpiperazine (5.9, 0.04 mmol) in 2 mL of dry methylene chloride, were added NaBH(OAc)3 (24 mg, 0.12 mmol) and molecular sieves (5 beads). The reaction mixture was reacted for 26.55 hr and followed the same processes as in Example 1 to obtain 14.7 mg (100%) of the target compound. Reactants: CC1(C)OB(c2ccc3c(c2)CNC3=O)OC1(C)C, NC(=O)CN1CCC(c2ccc(Nc3ncc(-c4cn[nH]c4)n4ccnc34)cc2)CC1. RXN SMILES: [CH3:32][C:33]1([CH3:34])[C:35]([CH3:36])([CH3:37])[O:38][B:39]([c:40]2[cH:41][c:42]3[c:46]([cH:47][cH:48]2)[C:45](=[O:49])[NH:44][CH2:43]3)[O:50]1.[nH:1]1[cH:2][c:3](-[c:6]2[cH:7][n:8][c:9]([NH:15][c:16]3[cH:17][cH:18][c:19]([CH:22]4[CH2:23][CH2:24][N:25]([CH2:28][C:29](=[O:30])[NH2:31])[CH2:26][CH2:27]4)[cH:20][cH:21]3)[c:10]3[n:11]2[cH:12][cH:13][n:14]3)[cH:4][n:5]1>>[c:6]1(-[c:40]2[cH:41][c:42]3[c:46]([cH:47][cH:48]2)[C:45](=[O:49])[NH:44][CH2:43]3)[cH:7][n:8][c:9]([NH:15][c:16]2[cH:17][cH:18][c:19]([CH:22]3[CH2:23][CH2:24][N:25]([CH2:28][C:29](=[O:30])[NH2:31])[CH2:26][CH2:27]3)[cH:20][cH:21]2)[c:10]2[n:11]1[cH:12][cH:13][n:14]2. Yields the product NC(=O)CN1CCC(c2ccc(Nc3ncc(-c4ccc5c(c4)CNC5=O)n4ccnc34)cc2)CC1.